From a dataset of the Open Reaction Database (ORD), a public repository of structured organic reaction records. describe an organic reaction: reactants, conditions, products, and yield The reactants are C(C)OC(CCCOC1=C(C(=CC=C1)CCCCCCBr)CCC(=O)OCC)=O (4-[3-(6-bromo-hexyl)-2-(2-ethoxycarbonyl-ethyl)-phenoxy]-butyric acid ethyl ester), BrC=1C=C(C=C(C1)Br)O (3,5-dibromophenol), C([O-])([O-])=O.[K+].[K+] (potassium carbonate), CN(C=O)C (N,N-dimethylformamide). Solvent: CC(=O)C (acetone), O (water). Yields the product C(C)OC(CCCOC1=C(C(=CC=C1)CCCCCCOC1=CC(=CC(=C1)Br)Br)CCC(=O)OCC)=O (4-{3-[6-(3,5-dibromo-phenoxy)-hexyl]-2-(2-ethoxycarbonyl-ethyl)-phenoxy}-butyric acid ethyl ester). Isolated yield 99.0%. As a reaction SMILES: [CH2:1]([O:3][C:4](=[O:29])[CH2:5][CH2:6][CH2:7][O:8][C:9]1[CH:14]=[CH:13][CH:12]=[C:11]([CH2:15][CH2:16][CH2:17][CH2:18][CH2:19][CH2:20]Br)[C:10]=1[CH2:22][CH2:23][C:24]([O:26][CH2:27][CH3:28])=[O:25])[CH3:2].[Br:30][C:31]1[CH:32]=[C:33]([OH:38])[CH:34]=[C:35]([Br:37])[CH:36]=1.C(=O)([O-])[O-].[K+].[K+].CN(C)C=O>O.CC(C)=O>[CH2:1]([O:3][C:4](=[O:29])[CH2:5][CH2:6][CH2:7][O:8][C:9]1[CH:14]=[CH:13][CH:12]=[C:11]([CH2:15][CH2:16][CH2:17][CH2:18][CH2:19][CH2:20][O:38][C:33]2[CH:32]=[C:31]([Br:30])[CH:36]=[C:35]([Br:37])[CH:34]=2)[C:10]=1[CH2:22][CH2:23][C:24]([O:26][CH2:27][CH3:28])=[O:25])[CH3:2] |f:2.3.4|. Procedure details: To a mixture of 4-[3-(6-bromo-hexyl)-2-(2-ethoxycarbonyl-ethyl)-phenoxy]-butyric acid ethyl ester (14.54 g, 30.84 mmol), 3,5-dibromophenol (8.55 g, 33.92 mmol), and potassium carbonate (8.53 g, 61.68 mmol) were added N,N-dimethylformamide (210 mL) and acetone (420 mL) at room temperature. The resulting suspension was heated to reflux for 2 days. Then, the reaction mixture was cooled to room temperature and diluted with water (200 mL). The organic compound was extracted into ethyl acetate (2×200 ... Yields the product COc1ccc2c(Nc3c(C)cncc3C)cc(=O)[nH]c2c1OCCCCCCCl. Reactants: ClCCCCCCBr, O=C([O-])[O-], COc1ccc2c(Nc3c(C)cncc3C)cc(=O)[nH]c2c1O, CS(C)=O, CCOC(C)=O, [Cs+], [Cs+]. As a reaction SMILES: [Br:34][CH2:35][CH2:36][CH2:37][CH2:38][CH2:39][CH2:40][Cl:41].[C:24](=[O:25])([O-:26])[O-:27].[CH3:1][c:2]1[cH:3][n:4][cH:5][c:6]([CH3:23])[c:7]1[NH:8][c:9]1[cH:10][c:11](=[O:22])[nH:12][c:13]2[c:14]([OH:21])[c:15]([O:19][CH3:20])[cH:16][cH:17][c:18]12.[CH3:30][S:31]([CH3:32])=[O:33].[CH3:42][CH2:43][O:44][C:45](=[O:46])[CH3:47].[Cs+:28].[Cs+:29]>>[CH3:1][c:2]1[cH:3][n:4][cH:5][c:6]([CH3:23])[c:7]1[NH:8][c:9]1[cH:10][c:11](=[O:22])[nH:12][c:13]2[c:14]([O:21][CH2:35][CH2:36][CH2:37][CH2:38][CH2:39][CH2:40][Cl:41])[c:15]([O:19][CH3:20])[cH:16][cH:17][c:18]12. The reactants are S1C=C(C=C1)C[C@H](N)C(=O)O (3-(3-Thienyl)-L-alanine), Cl (hydrochloric acid), C([O-])([O-])=O.[Na+].[Na+] (Sodium carbonate), C(=O)(OCC)N1C(C=2C(C1=O)=CC=CC2)=O (N-Carbethoxyphthalimide). The product is C1(C=2C(C(N1N[C@@H](CC1=CSC=C1)C(=O)O)=O)=CC=CC2)=O (N-Phthalimido-3-(3-thienyl)-L-alanine). Solvent: O.O1CCOCC1 (water p-dioxane). Procedure: 3-(3-Thienyl)-L-alanine (2.45 g., 14.3 mmol.) was suspended in water/p-dioxane (22 ml/11 ml.) at room temperature under argon. Sodium carbonate (1.52 g.) was added and the mixture was stirred until homogeneous. N-Carbethoxyphthalimide (3.14 g.) was added, and the resulting mixture was stirred for 3.0 hours and then cooled to 0° C. The pH was adjusted to 1.5 with 6N hydrochloric acid and the mixture was extracted with ethyl acetate. The organic layer was washed successively with 10% potassium bis... RXN SMILES: [S:1]1[CH:5]=[CH:4][C:3]([CH2:6][C@@H:7]([C:9]([OH:11])=[O:10])[NH2:8])=[CH:2]1.C(=O)([O-])[O-].[Na+].[Na+].C([N:23]1[C:27](=[O:28])[C:26]2=[CH:29][CH:30]=[CH:31][CH:32]=[C:25]2[C:24]1=[O:33])(OCC)=O.Cl>O.O1CCOCC1>[C:27]1(=[O:28])[N:23]([NH:8][C@H:7]([C:9]([OH:11])=[O:10])[CH2:6][C:3]2[CH:4]=[CH:5][S:1][CH:2]=2)[C:24](=[O:33])[C:25]2=[CH:32][CH:31]=[CH:30][CH:29]=[C:26]12 |f:1.2.3,6.7|. Conditions: temperature 0 celsius. Reactants: CS(=O)(=O)Cl (methanesulfonyl chloride), CS(=O)(=O)Cl (Methanesulfonyl chloride), C(C)(C)(C)C=1C=C(N(N1)C1=CC(=CC=C1)OCCO)NC(=O)N[C@H]1CC[C@H](C2=CC=CC=C12)OC=1C=CC=2N(C1)C(=NN2)N2[C@H](CCCC2)C (1-{5-tert-Butyl-2-[3-(2-hydroxy-ethoxy)-phenyl]-2H-pyrazol-3-yl}-3-{(1S,4R)-4-[3-((S)-2-methyl-piperidin-1-yl)-[1,2,4]triazolo[4,3-a]pyridin-6-yloxy]-1,2,3,4-tetrahydro-naphthalen-1-yl}-urea), CCN(C(C)C)C(C)C (DIPEA), O (Water). The solvent is C(Cl)Cl (DCM). Reaction conditions: time 1.5 hour. Product: C(=O)O.C(C)(C)(C)C=1C=C(N(N1)C1=CC(=CC=C1)OCCN1CCCC1)NC(=O)N[C@H]1CC[C@H](C2=CC=CC=C12)OC=1C=CC=2N(C1)C(=NN2)N2[C@H](CCCC2)C (1-{5-tert-Butyl-2-[3-(2-pyrrolidin-1-yl-ethoxy)-phenyl]-2H-pyrazol-3-yl}-3-{(1S,4R)-4-[3-((S)-2-methyl-piperidin-1-yl)-[1,2,4]triazolo[4,3-a]pyridin-6-yloxy]-1,2,3,4-tetrahydro-naphthalen-1-yl}-urea formate salt). Yield: 100.0%. As a reaction SMILES: CS(Cl)(=O)=O.[C:6]([C:10]1[CH:11]=[C:12]([NH:25][C:26]([NH:28][C@@H:29]2[C:38]3[C:33](=[CH:34][CH:35]=[CH:36][CH:37]=3)[C@H:32]([O:39][C:40]3[CH:41]=[CH:42][C:43]4[N:44]([C:46]([N:49]5[CH2:54][CH2:53][CH2:52][CH2:51][C@@H:50]5[CH3:55])=[N:47][N:48]=4)[CH:45]=3)[CH2:31][CH2:30]2)=[O:27])[N:13]([C:15]2[CH:20]=[CH:19][CH:18]=[C:17]([O:21][CH2:22][CH2:23]O)[CH:16]=2)[N:14]=1)([CH3:9])([CH3:8])[CH3:7].CC[N:58]([CH:62]([CH3:64])C)[CH:59]([CH3:61])C.[OH2:65]>C(Cl)Cl>[CH:40]([OH:39])=[O:65].[C:6]([C:10]1[CH:11]=[C:12]([NH:25][C:26]([NH:28][C@@H:29]2[C:38]3[C:33](=[CH:34][CH:35]=[CH:36][CH:37]=3)[C@H:32]([O:39][C:40]3[CH:41]=[CH:42][C:43]4[N:44]([C:46]([N:49]5[CH2:54][CH2:53][CH2:52][CH2:51][C@@H:50]5[CH3:55])=[N:47][N:48]=4)[CH:45]=3)[CH2:31][CH2:30]2)=[O:27])[N:13]([C:15]2[CH:20]=[CH:19][CH:18]=[C:17]([O:21][CH2:22][CH2:23][N:58]3[CH2:59][CH2:61][CH2:64][CH2:62]3)[CH:16]=2)[N:14]=1)([CH3:9])([CH3:7])[CH3:8] |f:5.6|. Procedure details: Methanesulfonyl chloride (81 μL, 1.05 mmol) was added to a stirred solution of Intermediate 95e (545 mg, 803 mmol) and DIPEA (420 μL, 2.41 mmol) in DCM (20 mL), under argon and the reaction mixture was stirred at RT for 1.5 h. A further 25 μl, 0.32 mmol of methanesulfonyl chloride was added and the reaction mixture continued to stir at RT for 2 h. Water (20 mL) was added and the two layers were shaken thoroughly before being separated. The aqueous layer was extracted with DCM (2×20 mL) and the c... The reactants are C[Si](C)(C)C=[N+]=[N-], CO, Cc1ccccc1, Nc1cc(F)ccc1C(=O)O, O. Yields the product COC(=O)c1ccc(F)cc1N. Reaction SMILES: [CH3:12][Si:13]([CH:14]=[N+:15]=[N-:16])([CH3:17])[CH3:18].[CH3:20][OH:21].[CH3:22][c:23]1[cH:24][cH:25][cH:26][cH:27][cH:28]1.[NH2:1][c:2]1[c:3]([C:4](=[O:5])[OH:6])[cH:7][cH:8][c:9]([F:11])[cH:10]1.[OH2:19]>>[NH2:1][c:2]1[c:3]([C:4](=[O:5])[O:6][CH3:12])[cH:7][cH:8][c:9]([F:11])[cH:10]1.